Dataset: the Open Reaction Database (ORD), a public repository of structured organic reaction records. Task: describe an organic reaction: reactants, conditions, products, and yield The reactants are [Al+3], CCOC(=O)CCCc1oc(-n2ccnc2C)nc1-c1ccc(F)cc1, [H-], [H-], [H-], [H-], [Li+], C1CCOC1, O. The product is Cc1nccn1-c1nc(-c2ccc(F)cc2)c(CCCCO)o1. RXN SMILES: [Al+3:28].[F:1][c:2]1[cH:3][cH:4][c:5](-[c:8]2[n:9][c:10](-[n:21]3[c:22]([CH3:26])[n:23][cH:24][cH:25]3)[o:11][c:12]2[CH2:13][CH2:14][CH2:15][C:16](=[O:17])[O:18][CH2:19][CH3:20])[cH:6][cH:7]1.[H-:27].[H-:30].[H-:31].[H-:32].[Li+:29].[O:34]1[CH2:35][CH2:36][CH2:37][CH2:38]1.[OH2:33]>>[F:1][c:2]1[cH:3][cH:4][c:5](-[c:8]2[n:9][c:10](-[n:21]3[c:22]([CH3:26])[n:23][cH:24][cH:25]3)[o:11][c:12]2[CH2:13][CH2:14][CH2:15][CH2:16][OH:17])[cH:6][cH:7]1. Starting materials: Cl (Hydrogen chloride), CN(C)CCC(C#N)C1=CC=CC=C1 (α-(N,N-dimethylaminoethyl)benzeneacetonitrile), COC(CN)OC (Aminoacetaldehyde dimethyl acetal), C[O-].[Na+] (sodium methoxide). Run in ClCCl (dichloromethane), CO (methanol), CO (methanol). Reaction conditions: time 8 hour. The product is CN(CCC(C1=CC=CC=C1)C=1NC=CN1)C (N,N-Dimethyl-3-(imidazol-2-yl)-3-phenyl-1-propanamine). RXN SMILES: Cl.[CH3:2][N:3]([CH2:5][CH2:6][CH:7]([C:10]1[CH:15]=[CH:14][CH:13]=[CH:12][CH:11]=1)[C:8]#[N:9])[CH3:4].C[O-].[Na+].CO[CH:21](OC)[CH2:22][NH2:23]>ClCCl.CO>[CH3:2][N:3]([CH3:4])[CH2:5][CH2:6][CH:7]([C:8]1[NH:9][CH:21]=[CH:22][N:23]=1)[C:10]1[CH:15]=[CH:14][CH:13]=[CH:12][CH:11]=1 |f:2.3|. Reported procedure: Hydrogen chloride was passed into a solution of α-(N,N-dimethylaminoethyl)benzeneacetonitrile (18.8 g) and dry methanol (6.3 ml) in dry dichloromethane (200 ml) for 8 h at 5°-15°. Solvent was removed to give a colourless oil which was taken up in dry methanol (150 ml) and treated with 2 M sodium methoxide solution (65 ml). Aminoacetaldehyde dimethyl acetal (10.6 g) was added and the mixture left to stand overnight. Methanol was then removed and the residue dissolved in 2 N hydrochloric acid (200... Starting materials: C(C)(C)N(C(C)C)CC (N,N-Diisopropylethylamine), ClCCO (2-Chloroethanol), ClC1=CC2=C(N3C(=NN=C3CNC2)C2CCN(CC2)C2=NC=CC=N2)C=C1 (8-Chloro-1-(1-pyrimidin-2-yl-piperidin-4-yl)-5,6-dihydro-4H-2,3,5,10b-tetraaza-benzo[e]azulene). Solvent: CN(C=O)C (N,N-dimethylformamide). Conditions: time 18 hour. Yields the product N (ammonia), ClC1=CC2=C(N3C(=NN=C3CN(C2)CCO)C2CCN(CC2)C2=NC=CC=N2)C=C1 (2-[8-Chloro-1-(1-pyrimidin-2-yl-piperidin-4-yl)-4H ,6H-2,3,5,10b-tetraaza-benzo[e]azulen-5-yl]-ethanol). Yield: 54.2%. RXN SMILES: C([N:4](CC)C(C)C)(C)C.Cl[CH2:11][CH2:12][OH:13].[Cl:14][C:15]1[CH:40]=[CH:39][C:18]2[N:19]3[C:23]([CH2:24][NH:25][CH2:26][C:17]=2[CH:16]=1)=[N:22][N:21]=[C:20]3[CH:27]1[CH2:32][CH2:31][N:30]([C:33]2[N:38]=[CH:37][CH:36]=[CH:35][N:34]=2)[CH2:29][CH2:28]1>CN(C)C=O>[NH3:4].[Cl:14][C:15]1[CH:40]=[CH:39][C:18]2[N:19]3[C:23]([CH2:24][N:25]([CH2:11][CH2:12][OH:13])[CH2:26][C:17]=2[CH:16]=1)=[N:22][N:21]=[C:20]3[CH:27]1[CH2:32][CH2:31][N:30]([C:33]2[N:34]=[CH:35][CH:36]=[CH:37][N:38]=2)[CH2:29][CH2:28]1. Procedure: N,N-Diisopropylethylamine (80 μl, 0.62 mmol), followed by 2-Chloroethanol (52 μl, 0.78 mmol) were added to a solution of the amine from example 12 (200 mg, 0.52 mmol) in N,N-dimethylformamide (6 ml), and the reaction mixture was stirred at room temperature for 18 hours. The mixture was concentrated under reduced pressure and the residue was purified by column chromatography on silica gel using ethyl acetate:methanol:0.88 ammonia (90:10:1) as eluant, to give the title compound as an off-white sol... Reactants: CC(C)(C)OC(=O)Nc1ccc(C(F)(F)F)cc1C(=O)NCC(=O)NC1CCNC1, [BH3-]C#N, O=Cc1cc2c(cc1[N+](=O)[O-])OCO2, CC(=O)O, CO, [Na+]. The product is CC(C)(C)OC(=O)Nc1ccc(C(F)(F)F)cc1C(=O)NCC(=O)NC1CCN(Cc2cc3c(cc2[N+](=O)[O-])OCO3)C1. RXN SMILES: [C:1]([CH3:2])([CH3:3])([CH3:4])[O:5][C:6](=[O:7])[NH:8][c:9]1[c:10]([C:11](=[O:12])[NH:13][CH2:14][C:15](=[O:16])[NH:17][CH:18]2[CH2:19][NH:20][CH2:21][CH2:22]2)[cH:23][c:24]([C:27]([F:28])([F:29])[F:30])[cH:25][cH:26]1.[C:49]([BH3-:50])#[N:51].[CH2:31]1[O:32][c:33]2[cH:34][c:35]([N+:42](=[O:43])[O-:44])[c:36]([CH:37]=[O:38])[cH:39][c:40]2[O:41]1.[CH3:45][C:46](=[O:47])[OH:48].[CH3:53][OH:54].[Na+:52]>>[C:1]([CH3:2])([CH3:3])([CH3:4])[O:5][C:6](=[O:7])[NH:8][c:9]1[c:10]([C:11](=[O:12])[NH:13][CH2:14][C:15](=[O:16])[NH:17][CH:18]2[CH2:19][N:20]([CH2:37][c:36]3[c:35]([N+:42](=[O:43])[O-:44])[cH:34][c:33]4[c:40]([cH:39]3)[O:41][CH2:31][O:32]4)[CH2:21][CH2:22]2)[cH:23][c:24]([C:27]([F:28])([F:29])[F:30])[cH:25][cH:26]1. Reaction conditions: temperature -70 celsius, time 10 minute. Reported procedure: To a 125 mL round-bottomed flask equipped with N2 inlet were added 1.78 g (11.4 mmol) 1-bromo-4-methylnaphthalene and 20 mL dry tetrahydrofuran. The solution was cooled to −70° C., and 5.49 mL (13.7 mmol) of a 2.5M solution of n-butyl lithium in hexane was added over 5 minutes, and the reaction stirred at −70° C. for 10 minutes. The solution was then treated with 2.34 mL (13.7 mmol) triethyl borate, stirred 5 minutes at −70° C., then warmed to room temperature and stirred 40 hours. The reaction ... Reactants: B(OCC)(OCC)OCC (triethyl borate), BrC1=CC=C(C2=CC=CC=C12)C (1-bromo-4-methylnaphthalene), O1CCCC1 (tetrahydrofuran), solution, C(CCC)[Li] (n-butyl lithium). RXN SMILES: Br[C:2]1[C:11]2[C:6](=[CH:7][CH:8]=[CH:9][CH:10]=2)[C:5]([CH3:12])=[CH:4][CH:3]=1.O1CCCC1.C([Li])CCC.[B:23](OCC)([O:27]CC)[O:24]CC>CCCCCC>[CH3:12][C:5]1[C:6]2[C:11](=[CH:10][CH:9]=[CH:8][CH:7]=2)[C:2]([B:23]([OH:27])[OH:24])=[CH:3][CH:4]=1. Run in CCCCCC (hexane). Yields the product CC1=CC=C(C2=CC=CC=C12)B(O)O (4-Methylnaphthalene-1-boronic acid). Starting materials: COC(CC1=CN=C(S1)NC(=O)NC1=CC(=CC=C1)C(F)(F)F)=O ({2-[3-(3-trifluoromethyl-phenyl)-ureido]-thiazol-5-yl}-acetic acid methyl ester), [H-].[Al+3].[Li+].[H-].[H-].[H-] (lithium aluminum hydride), ice water. Solvent: C1CCOC1 (THF). Reaction conditions: time 30 minute. The product is OCCC1=CN=C(S1)NC(=O)NC1=CC(=CC=C1)C(F)(F)F (1-[5-(2-hydroxy-ethyl)-thiazol-2-yl]-3-(3-trifluoromethyl-phenyl)-urea). RXN SMILES: C[O:2][C:3](=O)[CH2:4][C:5]1[S:9][C:8]([NH:10][C:11]([NH:13][C:14]2[CH:19]=[CH:18][CH:17]=[C:16]([C:20]([F:23])([F:22])[F:21])[CH:15]=2)=[O:12])=[N:7][CH:6]=1.[H-].[Al+3].[Li+].[H-].[H-].[H-]>C1COCC1>[OH:2][CH2:3][CH2:4][C:5]1[S:9][C:8]([NH:10][C:11]([NH:13][C:14]2[CH:19]=[CH:18][CH:17]=[C:16]([C:20]([F:22])([F:23])[F:21])[CH:15]=2)=[O:12])=[N:7][CH:6]=1 |f:1.2.3.4.5.6|. Procedure: To a solution of compound 44.2 (10 mmol) in dry THF (50 mL) was added lithium aluminum hydride (“LAH”; 30 mmol; 1.0 M in THF) at room temperature. After stirring for 30 minutes, the reaction mixture was cooled and treated with the cautious addition of ice water. The solvent was removed, diluted with saturated sodium bicarbonate and extracted with EtOAc. The organic layers were combined, dried, concentrated and purified by flash column chromatography on silica gel to provide 1-[5-(2-hydroxy-ethyl...